From a dataset of the Open Reaction Database (ORD), a public repository of structured organic reaction records. describe an organic reaction: reactants, conditions, products, and yield Reactants: C(C1=CC=CC=C1)OC1=CC(=C(C(=C1)Cl)Cl)Cl (3,4,5-trichlorophenol benzyl ether), C[O-].[Na+] (sodium methoxide), ice water. Run in CN(P(=O)(N(C)C)N(C)C)C (hexamethylphosphoramide). Conditions: time 20 hour. Product: ClC1=C(C=C(C=C1Cl)OCC1=CC=CC=C1)OC (2,3-dichloro-5-benzyloxyanisole). The yield is 14.9%. Reaction SMILES: [CH2:1]([O:8][C:9]1[CH:14]=[C:13]([Cl:15])[C:12]([Cl:16])=[C:11](Cl)[CH:10]=1)[C:2]1[CH:7]=[CH:6][CH:5]=[CH:4][CH:3]=1.[CH3:18][O-:19].[Na+]>CN(C)P(N(C)C)(N(C)C)=O>[Cl:16][C:12]1[C:13]([Cl:15])=[CH:14][C:9]([O:8][CH2:1][C:2]2[CH:7]=[CH:6][CH:5]=[CH:4][CH:3]=2)=[CH:10][C:11]=1[O:19][CH3:18] |f:1.2|. Procedure details: A mixture of 3,4,5-trichlorophenol benzyl ether (7.5 g, 0.026 mole) and sodium methoxide (1.7 g, 0.032 mole) in hexamethylphosphoramide (60 ml) was heated with stirring on a steam bath for 20 hours. The reaction mixture was poured into ice water, extracted into ether, washed with water, brine, and dried over magnesium sulfate. The solvent was evaporated at reduced pressure and the residual oil chromatographed on silica gel (320 g) eluting with ethyl acetate-hexane; 1:4 to obtain 1.1 g of 2,3-dic... The reactants are C(Cl)Cl (methylene chloride), C(C1=CC=CC=C1)OC(=O)N1[C@@H](CC2=CC=CC=C12)C(=O)O (N-benzyloxycarbonyl-(S)-(-)-indoline-2-carboxylic acid), N1[C@@H](CC2=CC=CC=C12)C(=O)O ((S)-(-)-indoline-2-carboxylic acid). The product is C(C(C)C)OC(=O)Cl (isobutylchloroformate), CN1CCOCC1 (4-methylmorpholine). Reaction SMILES: [CH2:1]([O:8][C:9]([N:11]1[C:19]2C(=CC=C[CH:18]=2)C[C@H:12]1[C:20]([OH:22])=O)=[O:10])[C:2]1[CH:7]=CC=C[CH:3]=1.N1C2C(=CC=CC=2)C[C@H]1C(O)=O.C(Cl)[Cl:36]>>[CH2:1]([O:8][C:9]([Cl:36])=[O:10])[CH:2]([CH3:7])[CH3:3].[CH3:9][N:11]1[CH2:12][CH2:20][O:22][CH2:18][CH2:19]1. Reported procedure: A suspension of 1.500 g (5.04 mmoles) of N-benzyloxycarbonyl-(S)-(-)-indoline-2-carboxylic acid (abbreviation Z-(S)-DhioH, prepared from (S)-(-)-indoline-2-carboxylic acid (Aldrich) according to the method of Wunsch [E. Wunsch, W. Graf, O. Keller, W, Keller, G. Wersin: Synthesis, (11), 958 (1986)]) in 80 ml of dry methylene chloride (CH2Cl2) was brought under argon atmosphere to a temperature of approximately -20° C. On stabilization of the temperature, the following were added in quick successi... Reactants: ClCCl, O=[Cr](=O)([O-])Cl, CC(C)(c1ccccc1)N1COC(CO)=C(c2ccccc2)C1=O, c1cc[nH+]cc1. Yields the product CC(C)(c1ccccc1)N1COC(C=O)=C(c2ccccc2)C1=O. RXN SMILES: [Cl:36][CH2:37][Cl:38].[O:1]=[Cr:2]([Cl:3])([O-:4])=[O:5].[OH:12][CH2:13][C:14]1=[C:15]([c:30]2[cH:31][cH:32][cH:33][cH:34][cH:35]2)[C:16](=[O:29])[N:17]([C:20]([CH3:21])([c:22]2[cH:23][cH:24][cH:25][cH:26][cH:27]2)[CH3:28])[CH2:18][O:19]1.[nH+:6]1[cH:7][cH:8][cH:9][cH:10][cH:11]1>>[O:12]=[CH:13][C:14]1=[C:15]([c:30]2[cH:31][cH:32][cH:33][cH:34][cH:35]2)[C:16](=[O:29])[N:17]([C:20]([CH3:21])([c:22]2[cH:23][cH:24][cH:25][cH:26][cH:27]2)[CH3:28])[CH2:18][O:19]1. Starting materials: C1(=CC=C(C=C1)S(=O)(=O)Cl)C (p-toluenesulfonyl chloride), IC(C#C)O (iodopropargyl alcohol), ice water, [OH-].[Na+] (sodium hydroxide). Run in C1CCOC1 (THF), C1CCOC1 (THF), O (water). Reaction conditions: time 2 hour. The product is CC1=CC=C(C=C1)S(=O)(=O)OC(C#C)I (iodopropargyl 4-methylbenzenesulfonate). Yield: 93.2%. RXN SMILES: [I:1][CH:2]([OH:5])[C:3]#[CH:4].[OH-].[Na+].[C:8]1([CH3:18])[CH:13]=[CH:12][C:11]([S:14](Cl)(=[O:16])=[O:15])=[CH:10][CH:9]=1>C1COCC1.O>[CH3:18][C:8]1[CH:13]=[CH:12][C:11]([S:14]([O:5][CH:2]([I:1])[C:3]#[CH:4])(=[O:16])=[O:15])=[CH:10][CH:9]=1 |f:1.2|. Procedure details: Into a 500 mL 4-neck round bottom flask, equipped with a magnetic stirrer and an addition funnel, in an ice bath were placed iodopropargyl alcohol (10 g, 54.9 mmol) in THF (20 mL) and sodium hydroxide (3.4 g, 84.6 mmol) in water (20 mL) To the above cold mixture was added a solution of p-toluenesulfonyl chloride (10.4 g, 54.95 mmol) in THF (20 mL) from an addition funnel. The reaction mixture was stirred for 2 hrs. below 5° C. The reaction mixture was then poured into ice water and the precipita... Starting materials: CC(C(=O)N1CCC(CC1)=O)(C)C (N-trimethylacetyl-4-piperidone), Cl.NO (hydroxylamine hydrochloride), C(=O)([O-])[O-].[Na+].[Na+] (Na2CO3). Run in C(C)O (ethanol). Conditions: time 8 hour. The product is CC(C(=O)N1CCC(CC1)=NO)(C)C (N-trimethylacetyl-4-hydroxyiminopiperidine). Yield: 75.7%. Reaction SMILES: [CH3:1][C:2]([CH3:13])([CH3:12])[C:3]([N:5]1[CH2:10][CH2:9][C:8](=O)[CH2:7][CH2:6]1)=[O:4].Cl.[NH2:15][OH:16].C([O-])([O-])=O.[Na+].[Na+]>C(O)C>[CH3:1][C:2]([CH3:13])([CH3:12])[C:3]([N:5]1[CH2:10][CH2:9][C:8](=[N:15][OH:16])[CH2:7][CH2:6]1)=[O:4] |f:1.2,3.4.5|. Reported procedure: 3.0 g (16 mmol) of the N-trimethylacetyl-4-piperidone obtained according to the procedure above and 1.2 g (17 mmol) of hydroxylamine hydrochloride were placed into a 50 mL flask with 20 mL of ethanol. To the resulting mixture was added 1.9 g (18 mmol) of Na2CO3, and the resulting mixture was allowed to stir at room temperature overnight. The ethanol was removed in vacuo, and the resulting solid was triturated with ethyl acetate (2×50 mL). Combined ethyl acetate washings were washed with water (3... The reactants are C(C)(C)NC(C)C (diisopropylamine), ClC1=CC2=C(C(C=3N(C(=CC3CO2)C)C)=O)C=C1 (7-chloro-1,2-dimethyl-4,10-dihydro-10-oxo-1H[1]benzoxepino[4,3-b]pyrrole), COC(OC)=O (dimethylcarbonate), [Li+].CCC[CH2-] (N-butyllithium). Solvent: O1CCCC1 (tetrahydrofuran), O1CCCC1 (tetrahydrofuran). Conditions: temperature -78 celsius, time 10 minute. The product is ClC1=CC2=C(C(C=3N(C(=CC3CO2)CC(=O)O)C)=O)C=C1 (7-chloro-4,10-dihydro-1-methyl-10-oxo-1H[1]benzoxepino[4,3-b]pyrrole-2-acetic acid). RXN SMILES: C(NC(C)C)(C)C.[Li+].CCC[CH2-].[Cl:13][C:14]1[CH:30]=[CH:29][C:17]2[C:18](=[O:28])[C:19]3[N:20]([CH3:27])[C:21]([CH3:26])=[CH:22][C:23]=3[CH2:24][O:25][C:16]=2[CH:15]=1.C[O:32][C:33](=O)[O:34]C>O1CCCC1>[Cl:13][C:14]1[CH:30]=[CH:29][C:17]2[C:18](=[O:28])[C:19]3[N:20]([CH3:27])[C:21]([CH2:26][C:33]([OH:34])=[O:32])=[CH:22][C:23]=3[CH2:24][O:25][C:16]=2[CH:15]=1 |f:1.2|. Reported procedure: To a stirred, cooled (0° C.) solution of diisopropylamine (12.5 g, 0.124 m) in dry tetrahydrofuran (40 ml) under a nitrogen atmosphere is added N-butyllithium (0.124 m) and the solution stirred for 10 minutes followed by cooling to -78° C. A mixture of 7-chloro-1,2-dimethyl-4,10-dihydro-10-oxo-1H[1]benzoxepino[4,3-b]pyrrole (31.3 g, 0.12 m), dimethylcarbonate (11.7 g, 0.13 m) and tetrahydrofuran (50 ml) is then added dropwise over 10 min. The bath is then removed and the mixture allowed to warm ...